Dataset: the Open Reaction Database (ORD), a public repository of structured organic reaction records. Task: describe an organic reaction: reactants, conditions, products, and yield Starting materials: C1CCOC1, CC(=O)c1ccc(Cl)nc1, [Li]C. The product is CC(C)(O)c1ccc(Cl)nc1. RXN SMILES: [CH2:13]1[O:14][CH2:15][CH2:16][CH2:17]1.[Cl:1][c:2]1[cH:3][cH:4][c:5]([C:8]([CH3:9])=[O:10])[cH:6][n:7]1.[Li:11][CH3:12]>>[Cl:1][c:2]1[cH:3][cH:4][c:5]([C:8]([CH3:9])([OH:10])[CH3:12])[cH:6][n:7]1. The reactants are [Cl-].O[NH3+] (hydroxyl ammonium chloride), C(C)(=O)[O-].[Na+] (sodium acetate), C(C)(C)C=1C=CC(=C(C1)C=1C(=CC(=CC1)C(F)(F)F)C=O)OC (5′-Isopropyl-2′-methoxy-4-trifluoromethyl-biphenyl-2-carbaldehyde). The solvent is C(C)O (ethanol). Conditions: temperature 60 celsius, time 1 hour. Product: C(C)(C)C=1C=CC(=C(C1)C1=C(C=C(C=C1)C(F)(F)F)CN)OC (C-(5′-isopropyl-2′-methoxy-4-trifluoromethyl-biphenyl-2-yl)-methylamine). Yield: 52.2%. RXN SMILES: [CH:1]([C:4]1[CH:5]=[CH:6][C:7]([O:22][CH3:23])=[C:8]([C:10]2[C:11]([CH:20]=O)=[CH:12][C:13]([C:16]([F:19])([F:18])[F:17])=[CH:14][CH:15]=2)[CH:9]=1)([CH3:3])[CH3:2].[Cl-].O[NH3+:26].C([O-])(=O)C.[Na+]>C(O)C>[CH:1]([C:4]1[CH:5]=[CH:6][C:7]([O:22][CH3:23])=[C:8]([C:10]2[CH:15]=[CH:14][C:13]([C:16]([F:19])([F:18])[F:17])=[CH:12][C:11]=2[CH2:20][NH2:26])[CH:9]=1)([CH3:3])[CH3:2] |f:1.2,3.4|. Reported procedure: 5′-Isopropyl-2′-methoxy-4-trifluoromethyl-biphenyl-2-carbaldehyde (3.00 g) is dissolved in ethanol (40 ml) and thereto are added hydroxyl ammonium chloride (1.29 g) and sodium acetate (1.53 g), and the mixture is stirred under nitrogen atmosphere at 60° C. for 1 hour and a half. The reaction solution is concentrated under reduced pressure, and thereto is added a saturated brine, and the mixture is extracted with ethyl acetate. The organic layer is washed with a saturated brine, dried over magnes... The reactants are O=C(n1ccnc1)n1ccnc1, CN(CCN)Cc1ccccc1, CC(C)NCCS(=O)(=O)c1ccccc1, CCOCC, ClC(Cl)Cl, C1CCOC1. Product: CC(C)N(CCS(=O)(=O)c1ccccc1)C(=O)NCCN(C)Cc1ccccc1. Reaction SMILES: [C:13](=[O:14])([n:15]1[cH:16][cH:17][n:18][cH:19]1)[n:20]1[cH:21][cH:22][n:23][cH:24]1.[CH3:1][N:2]([CH2:3][CH2:4][NH2:5])[CH2:6][c:7]1[cH:8][cH:9][cH:10][cH:11][cH:12]1.[CH3:25][CH:26]([CH3:27])[NH:28][CH2:29][CH2:30][S:31](=[O:32])(=[O:33])[c:34]1[cH:35][cH:36][cH:37][cH:38][cH:39]1.[CH3:40][CH2:41][O:42][CH2:43][CH3:44].[CH:50]([Cl:51])([Cl:52])[Cl:53].[O:45]1[CH2:46][CH2:47][CH2:48][CH2:49]1>>[CH3:1][N:2]([CH2:3][CH2:4][NH:5][C:13](=[O:14])[N:28]([CH:26]([CH3:25])[CH3:27])[CH2:29][CH2:30][S:31](=[O:32])(=[O:33])[c:34]1[cH:35][cH:36][cH:37][cH:38][cH:39]1)[CH2:6][c:7]1[cH:8][cH:9][cH:10][cH:11][cH:12]1.